From a dataset of the Open Reaction Database (ORD), a public repository of structured organic reaction records. describe an organic reaction: reactants, conditions, products, and yield Starting materials: CC1=NC(=NC(=C1)C)SC1=CC=C(C=C1)O (4-(4,6-dimethylpyrimidin-2-ylsulfanyl)-phenol), CN(C(=O)Cl)C1=CC=CC=C1 (N-methyl-N-phenylcarbamoyl chloride), crude product. Product: CC1=NC(=NC(=C1)C)SC1=CC=C(C=C1)OC(N(C1=CC=CC=C1)C)=O (Methyl-phenyl-carbamic acid 4-(4,6-dimethyl-pyrimidin-2-ylsulfanyl)-phenyl ester). Reaction SMILES: [CH3:1][C:2]1[CH:7]=[C:6]([CH3:8])[N:5]=[C:4]([S:9][C:10]2[CH:15]=[CH:14][C:13]([OH:16])=[CH:12][CH:11]=2)[N:3]=1.[CH3:17][N:18]([C:22]1[CH:27]=[CH:26][CH:25]=[CH:24][CH:23]=1)[C:19](Cl)=[O:20]>>[CH3:1][C:2]1[CH:7]=[C:6]([CH3:8])[N:5]=[C:4]([S:9][C:10]2[CH:15]=[CH:14][C:13]([O:16][C:19](=[O:20])[N:18]([CH3:17])[C:22]3[CH:27]=[CH:26][CH:25]=[CH:24][CH:23]=3)=[CH:12][CH:11]=2)[N:3]=1. Procedure details: The title product was prepared from 4-(4,6-dimethylpyrimidin-2-ylsulfanyl)-phenol and N-methyl-N-phenylcarbamoyl chloride. The crude product was subjected to preparative HPLC (59%, white solid). HPLC-MS: m/z=366.1 (M+1); Rt: 4.50 min. Starting materials: EtOAc hexanes, IC1=NC(=CN=C1)I (2,6-diiodopyrazine), C(C(C)C)[C@@H]1N(CCNC1)C(=O)OC(C)(C)C (tert-butyl (2S)-2-isobutylpiperazine-1-carboxylate), C(=O)([O-])[O-].[K+].[K+] (K2CO3). The solvent is CN(C)C=O (DMF), C(C)(=O)OCC (ethyl acetate), O (water), O (water), [Cl-].[Na+].O (brine). Reaction conditions: temperature 90 celsius, time 17 hour. Product: IC1=CN=CC(=N1)N1C[C@@H](N(CC1)C(=O)OC(C)(C)C)CC(C)C ((S)-tert-butyl 4-(6-iodopyrazin-2-yl)-2-isobutylpiperazine-1-carboxylate). Yield: 78.1%. As a reaction SMILES: I[C:2]1[CH:7]=[N:6][CH:5]=[C:4]([I:8])[N:3]=1.[CH2:9]([C@H:13]1[CH2:18][NH:17][CH2:16][CH2:15][N:14]1[C:19]([O:21][C:22]([CH3:25])([CH3:24])[CH3:23])=[O:20])[CH:10]([CH3:12])[CH3:11].C([O-])([O-])=O.[K+].[K+]>CN(C=O)C.C(OCC)(=O)C.O.[Cl-].[Na+].O>[I:8][C:4]1[N:3]=[C:2]([N:17]2[CH2:16][CH2:15][N:14]([C:19]([O:21][C:22]([CH3:23])([CH3:24])[CH3:25])=[O:20])[C@@H:13]([CH2:9][CH:10]([CH3:12])[CH3:11])[CH2:18]2)[CH:7]=[N:6][CH:5]=1 |f:2.3.4,8.9.10|. Reported procedure: A mixture of 2,6-diiodopyrazine (1 g, 3.013 mmol), tert-butyl (2S)-2-isobutylpiperazine-1-carboxylate (949.3 mg, 3.917 mmol) and K2CO3 (624.7 mg, 4.520 mmol) in DMF (5 mL) was heated to 90° C. and stirred for 17 hrs. It was then allowed to cool and diluted with ethyl acetate and water, further washed organic layer with water and brine, dried (MgSO4) and concentrated to give an orange oil. It was then columned on silica gel eluting with 1:1 EtOAc/hexanes to give (S)-tert-butyl 4-(6-iodopyrazin-2-... Reactants: [B] (boron), B(OC)(OC)OC (trimethyl borate), B(O)(O)O (boric acid), borate ester. The product is CO.B(OC)(OC)OC (methanol trimethyl borate). Reaction SMILES: [B].B(O)(O)O.[B:6]([O:11][CH3:12])([O:9][CH3:10])[O:7][CH3:8]>>[CH3:8][OH:7].[B:6]([O:11][CH3:12])([O:9][CH3:10])[O:7][CH3:8] |f:3.4|. Reported procedure: It will be appreciated from the foregoing that impure boron, in the form of aqueous boric acid, can be converted to a borate ester, such as trimethyl borate. The ester is may then be removed from the solution, together with methanol and water, by distillation (followed by condensation and cooling) to yield a purified methanol-trimethyl borate solution. Typically, this distilled solution will contain about 75% by mass trimethyl borate. This highly concentrated solution is then mixed with water to... Reactants: C(C1=CC=CC=C1)(=O)NC1=CC=C(C=C1)NC1=C2C3=C(C(NC2=NC=C1)=O)C=C(C=C3)C(=O)O (1-(4-Benzamidophenylamino)-6-oxo-5,6-dihydrobenzo[c][1,8]naphthyridine-8-carboxylic acid), CN1CCN(CC1)CCN (2-(4-methyl-piperazin-1-yl)-ethylamine). The product is C(C1=CC=CC=C1)(=O)NC1=CC=C(C=C1)NC1=C2C3=C(C(NC2=NC=C1)=O)C=C(C=C3)C(=O)NCCN3CCN(CC3)C (1-(4-Benzamidophenylamino)-N-(2-(4-methylpiperazin-1-yl)ethyl)-6-oxo-5,6-dihydrobenzo[c][1,8]naphthyridine-8-carboxamide). RXN SMILES: [C:1]([NH:9][C:10]1[CH:15]=[CH:14][C:13]([NH:16][C:17]2[CH:26]=[CH:25][N:24]=[C:23]3[C:18]=2[C:19]2[CH:31]=[CH:30][C:29]([C:32](O)=[O:33])=[CH:28][C:20]=2[C:21](=[O:27])[NH:22]3)=[CH:12][CH:11]=1)(=[O:8])[C:2]1[CH:7]=[CH:6][CH:5]=[CH:4][CH:3]=1.[CH3:35][N:36]1[CH2:41][CH2:40][N:39]([CH2:42][CH2:43][NH2:44])[CH2:38][CH2:37]1>>[C:1]([NH:9][C:10]1[CH:11]=[CH:12][C:13]([NH:16][C:17]2[CH:26]=[CH:25][N:24]=[C:23]3[C:18]=2[C:19]2[CH:31]=[CH:30][C:29]([C:32]([NH:44][CH2:43][CH2:42][N:39]4[CH2:40][CH2:41][N:36]([CH3:35])[CH2:37][CH2:38]4)=[O:33])=[CH:28][C:20]=2[C:21](=[O:27])[NH:22]3)=[CH:14][CH:15]=1)(=[O:8])[C:2]1[CH:3]=[CH:4][CH:5]=[CH:6][CH:7]=1. Reported procedure: The title compound was synthesized according to the procedure described for the preparation of Example 269 using 268 (30 mg, 0.07 mmol) and 2-(4-methyl-piperazin-1-yl)-ethylamine to provide 271. LC-MS (M+H=576, obsd.=576). Reactants: [N+](=O)([O-])C1=CC=C(COC(=O)N2[C@@H](C[C@@H](C2)S)C(=O)N2CCN(CC2)C(CSC[C@@H](NC(=O)OCC2=CC=C(C=C2)[N+](=O)[O-])C(=O)OCC2=CC=C(C=C2)[N+](=O)[O-])=O)C=C1 ((2S,4S)-1-(p-nitrobenzyloxycarbonyl)-2-(4-(2-((2S)-2-(p-nitrobenzyloxycarbonyl) -2-(p-nitrobenzyloxycarbonylamino) ethylthio)acetyl)piperazine-1-yl)carbonyl-4-mercaptopyrrolidine), Cl.N[C@H](CS)C(=O)O (D-cysteine hydrochloride), COC1=CC=C(CCl)C=C1 (p-methoxybenzyl chloride). Run in [OH-].[Na+] (sodium hydroxide). Conditions: time 2 hour. Product: COC1=CC=C(CSC[C@@H](N)C(=O)O)C=C1 (S-p-methoxybenzyl-D-cysteine). As a reaction SMILES: [N+](C1C=CC(COC(N2C[C@@H](S)C[C@H]2C(N2CCN(C(=O)CSC[C@H](C(OCC3C=CC([N+]([O-])=O)=CC=3)=O)NC(OCC3C=CC([N+]([O-])=O)=CC=3)=O)CC2)=O)=O)=CC=1)([O-])=O.Cl.[NH2:62][C@@H:63]([C:66]([OH:68])=[O:67])[CH2:64][SH:65].[CH3:69][O:70][C:71]1[CH:78]=[CH:77][C:74]([CH2:75]Cl)=[CH:73][CH:72]=1>[OH-].[Na+]>[CH3:69][O:70][C:71]1[CH:78]=[CH:77][C:74]([CH2:75][S:65][CH2:64][C@H:63]([C:66]([OH:68])=[O:67])[NH2:62])=[CH:73][CH:72]=1 |f:1.2,4.5|. Procedure details: (2S,4S)-1-(p-nitrobenzyloxycarbonyl)-2-(4-(2-((2S)-2-(p-nitrobenzyloxycarbonyl) -2-(p-nitrobenzyloxycarbonylamino) ethylthio)acetyl)piperazine-1-yl)carbonyl-4-mercaptopyrrolidine ##STR13## 1) To 5.05 g of D-cysteine hydrochloride dissolved in 4N sodium hydroxide and cooled on an ice bath was added dropwise 9.39 ml of p-methoxybenzyl chloride, followed by 2 hours of stirring at room temperature. The resulting reaction solution was washed with ether and acidified with concentrated hydrochloric aci... Reactants: CCO, Cn1nc([N+](=O)[O-])cc1CN1CCC1. Yields the product Cn1nc(N)cc1CN1CCC1. As a reaction SMILES: [CH3:15][CH2:16][OH:17].[N:1]1([CH2:5][c:6]2[cH:7][c:8]([N+:12]([O-:13])=[O:14])[n:9][n:10]2[CH3:11])[CH2:2][CH2:3][CH2:4]1>>[N:1]1([CH2:5][c:6]2[cH:7][c:8]([NH2:12])[n:9][n:10]2[CH3:11])[CH2:2][CH2:3][CH2:4]1. The reactants are ClC1=NC2=CC=CC=C2C(=C1[N+](=O)[O-])NCC(C)(C)NS(=O)(=O)C (N-{2-[(2-Chloro-3-nitroquinolin-4-yl)amino]-1,1-dimethylethyl}methanesulfonamide). Reagents/catalysts: [Pt] (platinum on carbon), [Pt] (platinum on carbon). Solvent: C(C)#N (acetonitrile). Run at time 4 hour. The product is NC=1C(=NC2=CC=CC=C2C1NCC(C)(C)NS(=O)(=O)C)Cl (N-{2-[(3-amino-2-chloroquinolin-4-yl)amino]-1,1-dimethylethyl}methanesulfonamide). The yield is 89.6%. RXN SMILES: [Cl:1][C:2]1[C:11]([N+:12]([O-])=O)=[C:10]([NH:15][CH2:16][C:17]([NH:20][S:21]([CH3:24])(=[O:23])=[O:22])([CH3:19])[CH3:18])[C:9]2[C:4](=[CH:5][CH:6]=[CH:7][CH:8]=2)[N:3]=1>[Pt].C(#N)C>[NH2:12][C:11]1[C:2]([Cl:1])=[N:3][C:4]2[C:9]([C:10]=1[NH:15][CH2:16][C:17]([NH:20][S:21]([CH3:24])(=[O:22])=[O:23])([CH3:19])[CH3:18])=[CH:8][CH:7]=[CH:6][CH:5]=2. Procedure details: N-{2-[(2-Chloro-3-nitroquinolin-4-yl)amino]-1,1-dimethylethyl}methanesulfonamide (3.1 g, 8.3 mmol), 5% platinum on carbon (310 mg), and acetonitrile (40 mL) were added to a Parr vessel and shaken under hydrogen pressure (50 psi, 3.4×105 Pa) for four hours. An analysis by HPLC indicated the presence of starting material, and additional platinum on carbon (310 mg) was added. The reaction was shaken under hydrogen pressure overnight and filtered through a layer of CELITE filter agent. The filter ca... The reactants are C(C=C)N1C2=NC(=NC(=C2N=C1)NCC=C)N1CCC(CC1)NCC1C2=C(CCC3=C1C=CC=C3)C=CC=C2 (9-allyl-6-allylamino-2-{4-[(10,11-dihydro-5H-dibenzo-[a,d]cyclohepten-5-yl)methylamino]piperidino}purine), C(C=C)N (allylamine), ClC1=NC(=C2N=CN(C2=N1)CC=C)Cl (2,6-dichloro-9-allylpurine). The solvent is C(C)O (ethanol). Run at time 1 hour. The product is ClC1=NC(=C2N=CN(C2=N1)CC=C)NCC=C (2-chloro-6-allylamino-9-allylpurine). RXN SMILES: [CH2:1]([N:4]1[CH:12]=[N:11][C:10]2[C:5]1=[N:6][C:7](N1CCC(NCC3C4C=CC=CC=4CCC4C=CC=CC3=4)CC1)=[N:8][C:9]=2[NH:13][CH2:14][CH:15]=[CH2:16])[CH:2]=[CH2:3].C(N)C=C.[Cl:44]C1N=C2C(N=CN2CC=C)=C(Cl)N=1>C(O)C>[Cl:44][C:7]1[N:6]=[C:5]2[C:10]([N:11]=[CH:12][N:4]2[CH2:1][CH:2]=[CH2:3])=[C:9]([NH:13][CH2:14][CH:15]=[CH2:16])[N:8]=1. Reported procedure: 9-allyl-6-allylamino-2-{4-[(10,11-dihydro-5H-dibenzo-[a,d]cyclohepten-5-yl)methylamino]piperidino}purine ##STR14## 0.75 ml of allylamine is added to a solution of 1.15 g of 2,6-dichloro-9-allylpurine in 15 ml of ethanol and the mixture is stirred for 1 hour at room temperature and then heated at 50° C. for 30 minutes. After evaporation of the solvent, the mixture is taken up in CH2Cl2 -H2O, decanted, and the solvent is evaporated. The residue is recrystallised from ethanol. 1 g of 2-chloro-6-all...